Dataset: the Open Reaction Database (ORD), a public repository of structured organic reaction records. Task: describe an organic reaction: reactants, conditions, products, and yield Starting materials: CO, C=[N+]=[N-], O=C(O)c1ccc2c(c1)Sc1ccc(F)cc1C(=O)C2. Product: COC(=O)c1ccc2c(c1)Sc1ccc(F)cc1C(=O)C2. Reaction SMILES: [CH3:24][OH:25].[N+:21](=[N-:22])=[CH2:23].[O:1]=[C:2]1[CH2:3][c:4]2[c:5]([cH:14][c:15]([C:18](=[O:19])[OH:20])[cH:16][cH:17]2)[S:6][c:7]2[c:8]1[cH:9][c:10]([F:13])[cH:11][cH:12]2>>[O:1]=[C:2]1[CH2:3][c:4]2[c:5]([cH:14][c:15]([C:18](=[O:19])[O:20][CH3:23])[cH:16][cH:17]2)[S:6][c:7]2[c:8]1[cH:9][c:10]([F:13])[cH:11][cH:12]2. The reactants are CN1C(CC(C2=CC(=C(C=C12)B1OC(C(O1)(C)C)(C)C)C)(C)C)=O (1,4,4,6-tetramethyl-7-(4,4,5,5-tetramethyl-[1,3,2]dioxaborolan-2-yl)-3,4-dihydro-1H-quinoline-2-one), BrC=1C(=C(C=O)C=C(C1OC)F)F (3-bromo-2,5-difluoro-4-methoxybenzaldehyde), C([O-])([O-])=O.[K+].[K+] (potassium carbonate). The reagents and catalysts are C=1C=CC(=CC1)[P](C=2C=CC=CC2)(C=3C=CC=CC3)[Pd]([P](C=4C=CC=CC4)(C=5C=CC=CC5)C=6C=CC=CC6)([P](C=7C=CC=CC7)(C=8C=CC=CC8)C=9C=CC=CC9)[P](C=1C=CC=CC1)(C=1C=CC=CC1)C=1C=CC=CC1 (Tetrakis(triphenylphosphine)palladium(0)). The solvent is C1(=CC=CC=C1)C (toluene), C(C)O (ethanol), O (water), C(C)(=O)OCC (ethyl acetate). Product: FC1=C(C=O)C=C(C(=C1C1=C(C=C2C(CC(N(C2=C1)C)=O)(C)C)C)OC)F (2,5-Difluoro-4-methoxy-3-(1,4,4,6-tetramethyl-2-oxo-1,2,3,4-tetrahydro-quinolin-7-yl)-benzaldehyde). RXN SMILES: [CH3:1][N:2]1[C:11]2[C:6](=[CH:7][C:8]([CH3:21])=[C:9](B3OC(C)(C)C(C)(C)O3)[CH:10]=2)[C:5]([CH3:23])([CH3:22])[CH2:4][C:3]1=[O:24].Br[C:26]1[C:27]([F:37])=[C:28]([CH:31]=[C:32]([F:36])[C:33]=1[O:34][CH3:35])[CH:29]=[O:30].C(=O)([O-])[O-].[K+].[K+]>C1(C)C=CC=CC=1.C(O)C.O.C(OCC)(=O)C.C1C=CC([P]([Pd]([P](C2C=CC=CC=2)(C2C=CC=CC=2)C2C=CC=CC=2)([P](C2C=CC=CC=2)(C2C=CC=CC=2)C2C=CC=CC=2)[P](C2C=CC=CC=2)(C2C=CC=CC=2)C2C=CC=CC=2)(C2C=CC=CC=2)C2C=CC=CC=2)=CC=1>[F:37][C:27]1[C:26]([C:9]2[CH:10]=[C:11]3[C:6]([C:5]([CH3:22])([CH3:23])[CH2:4][C:3](=[O:24])[N:2]3[CH3:1])=[CH:7][C:8]=2[CH3:21])=[C:33]([O:34][CH3:35])[C:32]([F:36])=[CH:31][C:28]=1[CH:29]=[O:30] |f:2.3.4,^1:64,66,85,104|. Procedure details: A mixture of 1,4,4,6-tetramethyl-7-(4,4,5,5-tetramethyl-[1,3,2]dioxaborolan-2-yl)-3,4-dihydro-1H-quinoline-2-one (0.36 g, 1.1 mmol), 3-bromo-2,5-difluoro-4-methoxybenzaldehyde (example 13 a) (0.25 g, 0.1 mmol) and potassium carbonate (0.275 g, 1.99 mmol) in toluene (5 mL), ethanol (1 mL) and water (0.75 mL) was degassed with argon for 30 minutes. Tetrakis(triphenylphosphine)palladium(0) (58 mg, 0.05 mmol) was added and the mixture heated at reflux under argon for 20 hrs. The solution was cooled ... Reactants: C(CCC)NC1=C(C(=NC(=C1)C)N(CC1=CC=CC=C1)CC1=CC=CC=C1)N (N4 -n-Butyl-6-methyl-N2,N2 -bis(phenylmethyl)pyridine-2,3,4-triamine), C(C)(=O)Cl (acetyl chloride), P(=O)(Cl)(Cl)Cl (Phosphorous oxychloride). Run in C1(=CC=CC=C1)C (toluene). Run at time 15 minute. Product: C(CCC)N1C(=NC=2C(=NC(=CC21)C)N(CC2=CC=CC=C2)CC2=CC=CC=C2)C (1-n-Butyl-2,6-dimethyl-N4,N4 -bis(phenylmethyl)-1H-imidazo[4,5-c]pyridin-4-amine). Yield: 26.6%. As a reaction SMILES: [CH2:1]([NH:5][C:6]1[CH:11]=[C:10]([CH3:12])[N:9]=[C:8]([N:13]([CH2:21][C:22]2[CH:27]=[CH:26][CH:25]=[CH:24][CH:23]=2)[CH2:14][C:15]2[CH:20]=[CH:19][CH:18]=[CH:17][CH:16]=2)[C:7]=1[NH2:28])[CH2:2][CH2:3][CH3:4].[C:29](Cl)(=O)[CH3:30].P(Cl)(Cl)(Cl)=O>C1(C)C=CC=CC=1>[CH2:1]([N:5]1[C:6]2[CH:11]=[C:10]([CH3:12])[N:9]=[C:8]([N:13]([CH2:14][C:15]3[CH:16]=[CH:17][CH:18]=[CH:19][CH:20]=3)[CH2:21][C:22]3[CH:23]=[CH:24][CH:25]=[CH:26][CH:27]=3)[C:7]=2[N:28]=[C:29]1[CH3:30])[CH2:2][CH2:3][CH3:4]. Procedure: N4 -n-Butyl-6-methyl-N2,N2 -bis(phenylmethyl)pyridine-2,3,4-triamine (0.65 g, 1.7 mmole) was combined with toluene (10 mL) and acetyl chloride (0.12 mL, 1.7 mmole) and stirred at ambient temperature for 15 minutes. Phosphorous oxychloride (0.31 mL) was added and the reaction mixture was heated at reflux overnight. The reaction mixture was evaporated. The residue was purified by silica gel column chromatography eluting with hexane:ethyl acetate (70:30) to provide 0.18 g of the desired product. Starting materials: CC(C)(C)C(=O)Cl, C1CCOC1, COC=CC(C)=O, C[Si](C)(C)[N-][Si](C)(C)C, [Li+]. Yields the product COC=CC(=O)C=C(O)C(C)(C)C. As a reaction SMILES: [C:18]([C:19]([CH3:20])([CH3:21])[CH3:22])(=[O:23])[Cl:24].[CH2:25]1[O:26][CH2:27][CH2:28][CH2:29]1.[CH3:11][O:12][CH:13]=[CH:14][C:15]([CH3:16])=[O:17].[CH3:2][Si:3]([N-:4][Si:5]([CH3:6])([CH3:7])[CH3:8])([CH3:9])[CH3:10].[Li+:1]>>[CH3:11][O:12][CH:13]=[CH:14][C:15]([CH:16]=[C:18]([C:19]([CH3:20])([CH3:21])[CH3:22])[OH:23])=[O:17].